From a dataset of the Open Reaction Database (ORD), a public repository of structured organic reaction records. describe an organic reaction: reactants, conditions, products, and yield The reactants are C(CCC)C=1N(C(=CN1)\C=C\1/NC(N(C1=O)COC)=O)CC1=CC=C(C(=O)OC)C=C1 (methyl Z-4-[[2-butyl-5-[[1-(methoxymethyl)-2,5-dioxo-4-imidazolidinylidene) methyl]-1H-imidazol-1-yl]methyl]benzoate), C(=O)([O-])[O-].[K+].[K+] (K2CO3), Cl (HCl), Cl.ClCC=1N=C(SC1)C (4-chloromethyl-2-methylthiazole hydrochloride). The solvent is CN(C)C=O (DMF), CCOCC (ether), C(C)(=O)OCC (ethyl acetate). Run at time 48 hour. Yields the product Cl.Cl.C(CCC)C=1N(C(=CN1)\C=C\1/N(C(N(C1=O)COC)=O)CC=1N=C(SC1)C)CC1=CC=C(C(=O)OC)C=C1 (Methyl Z-4-[[2-butyl-5-[[1-(methoxymethyl)-3-[(2-methyl-4-thiazolyl)methyl]-2,5-dioxo-4-imidazolidinylidene]methyl]-1H-imidazol-1-yl]methyl]benzoate dihydrochloride). As a reaction SMILES: [CH2:1]([C:5]1[N:6]([CH2:21][C:22]2[CH:31]=[CH:30][C:25]([C:26]([O:28][CH3:29])=[O:27])=[CH:24][CH:23]=2)[C:7](/[CH:10]=[C:11]2\[NH:12][C:13](=[O:20])[N:14]([CH2:17][O:18][CH3:19])[C:15]\2=[O:16])=[CH:8][N:9]=1)[CH2:2][CH2:3][CH3:4].C([O-])([O-])=O.[K+].[K+].[ClH:38].[Cl:39][CH2:40][C:41]1[N:42]=[C:43]([CH3:46])[S:44][CH:45]=1.Cl>CN(C=O)C.C(OCC)(=O)C.CCOCC>[ClH:39].[ClH:38].[CH2:1]([C:5]1[N:6]([CH2:21][C:22]2[CH:23]=[CH:24][C:25]([C:26]([O:28][CH3:29])=[O:27])=[CH:30][CH:31]=2)[C:7](/[CH:10]=[C:11]2\[N:12]([CH2:40][C:41]3[N:42]=[C:43]([CH3:46])[S:44][CH:45]=3)[C:13](=[O:20])[N:14]([CH2:17][O:18][CH3:19])[C:15]\2=[O:16])=[CH:8][N:9]=1)[CH2:2][CH2:3][CH3:4] |f:1.2.3,4.5,10.11.12|. Procedure details: To a solution of methyl Z-4-[[2-butyl-5-[[1-(methoxymethyl)-2,5-dioxo-4-imidazolidinylidene) methyl]-1H-imidazol-1-yl]methyl]benzoate (0.307 g, 0.721 mmol) in DMF (4 mL) is added K2CO3 (0.500 g, 3.62 mmol). After stirring for 5 minutes 4-chloromethyl-2-methylthiazole hydrochloride (0.265 g, 1.44 mmol) is added. The mixture is stirred for 48 hours. A pale brown slurry results which was diluted with ethyl acetate and washed with water and brine and then dried over MgSO4. Chromatography eluting wit... The reactants are CCCCO, CC(=O)Cl, Cl, Nc1cccc(C(F)(F)F)c1, O=C(Nc1ccc(N2CCOCC2)cc1)c1cccc(NC(=O)n2ccc3c(Cl)ncnc32)c1. Yields the product O=C(Nc1ccc(N2CCOCC2)cc1)c1cccc(NC(=O)n2ccc3c(Nc4cccc(C(F)(F)F)c4)ncnc32)c1. RXN SMILES: [CH2:51]([OH:52])[CH2:53][CH2:54][CH3:55].[CH3:35][C:36](=[O:37])[Cl:38].[ClH:50].[F:39][C:40]([c:41]1[cH:42][c:43]([NH2:44])[cH:45][cH:46][cH:47]1)([F:48])[F:49].[O:1]1[CH2:2][CH2:3][N:4]([c:7]2[cH:8][cH:9][c:10]([NH:13][C:14](=[O:15])[c:16]3[cH:17][c:18]([NH:22][C:23](=[O:24])[n:25]4[cH:26][cH:27][c:28]5[c:29]4[n:30][cH:31][n:32][c:33]5[Cl:34])[cH:19][cH:20][cH:21]3)[cH:11][cH:12]2)[CH2:5][CH2:6]1>>[O:1]1[CH2:2][CH2:3][N:4]([c:7]2[cH:8][cH:9][c:10]([NH:13][C:14](=[O:15])[c:16]3[cH:17][c:18]([NH:22][C:23](=[O:24])[n:25]4[cH:26][cH:27][c:28]5[c:29]4[n:30][cH:31][n:32][c:33]5[NH:44][c:43]4[cH:42][c:41]([C:40]([F:39])([F:48])[F:49])[cH:47][cH:46][cH:45]4)[cH:19][cH:20][cH:21]3)[cH:11][cH:12]2)[CH2:5][CH2:6]1. The reactants are NCCCCCNC(=O)CCN1CCC(CC1)OC(NC1=C(C=CC=C1)C1=CC=CC=C1)=O (Biphenyl-2-ylcarbamic acid 1-[2-(5-aminopentylcarbamoyl)ethyl]piperidin-4-yl ester), [BH-](OC(=O)C)(OC(=O)C)OC(=O)C.[Na+] (Na(OAc)3BH), CN(CCCOC1=CC=C(C=C1)CC=O)C ([4-(3-dimethylaminopropoxy)phenyl]acetaldehyde). Run in CO (MeOH). Reaction conditions: time 30 minute. Product: CN(CCCOC1=CC=C(CNCCCCCNC(=O)CCN2CCC(CC2)OC(NC2=C(C=CC=C2)C2=CC=CC=C2)=O)C=C1)C (Biphenyl-2-ylcarbamic Acid 1-(2-{5-[4-(3-dimethylaminopropoxy)benzylamino]pentylcarbamoyl}ethyl)piperidin-4-yl Ester), tri(trifluoroacetate). As a reaction SMILES: [NH2:1][CH2:2][CH2:3][CH2:4][CH2:5][CH2:6][NH:7][C:8]([CH2:10][CH2:11][N:12]1[CH2:17][CH2:16][CH:15]([O:18][C:19](=[O:33])[NH:20][C:21]2[CH:26]=[CH:25][CH:24]=[CH:23][C:22]=2[C:27]2[CH:32]=[CH:31][CH:30]=[CH:29][CH:28]=2)[CH2:14][CH2:13]1)=[O:9].[CH3:34][N:35]([CH3:49])[CH2:36][CH2:37][CH2:38][O:39][C:40]1[CH:45]=[CH:44][C:43]([CH2:46]C=O)=[CH:42][CH:41]=1.[BH-](OC(C)=O)(OC(C)=O)OC(C)=O.[Na+]>CO>[CH3:49][N:35]([CH3:34])[CH2:36][CH2:37][CH2:38][O:39][C:40]1[CH:41]=[CH:42][C:43]([CH2:46][NH:1][CH2:2][CH2:3][CH2:4][CH2:5][CH2:6][NH:7][C:8]([CH2:10][CH2:11][N:12]2[CH2:13][CH2:14][CH:15]([O:18][C:19](=[O:33])[NH:20][C:21]3[CH:26]=[CH:25][CH:24]=[CH:23][C:22]=3[C:27]3[CH:28]=[CH:29][CH:30]=[CH:31][CH:32]=3)[CH2:16][CH2:17]2)=[O:9])=[CH:44][CH:45]=1 |f:2.3|. Reported procedure: Biphenyl-2-ylcarbamic acid 1-[2-(5-aminopentylcarbamoyl)ethyl]piperidin-4-yl ester (45.2 mg, 0.1 mmol; prepared as described in Preparation 4) was dissolved in 1 mL of MeOH. To the solution was added [4-(3-dimethylaminopropoxy)phenyl]acetaldehyde (0.1 mmol) at room temperature. The reaction was stirred at room temperature for 30 minutes before it was treated with Na(OAc)3BH (64 mg, 0.3 mmol). Stirring was continued for an additional 1 hour. The reaction mixture was concentrated, then dissolved i... Reactants: CC(=O)[O-], CC(=O)[O-], CC(=O)[O-], CC(=O)[O-], OCc1cc2c(cn1)[nH]c1ccccc12, [Pb+4], c1ccncc1. The product is O=Cc1cc2c(cn1)[nH]c1ccccc12. As a reaction SMILES: [C:16]([O-:17])(=[O:18])[CH3:19].[C:20]([O-:21])(=[O:22])[CH3:23].[C:24]([O-:25])(=[O:26])[CH3:27].[C:28]([O-:29])(=[O:30])[CH3:31].[OH:1][CH2:2][c:3]1[n:4][cH:5][c:6]2[nH:7][c:8]3[cH:9][cH:10][cH:11][cH:12][c:13]3[c:14]2[cH:15]1.[Pb+4:32].[cH:33]1[cH:34][cH:35][n:36][cH:37][cH:38]1>>[O:1]=[CH:2][c:3]1[n:4][cH:5][c:6]2[nH:7][c:8]3[cH:9][cH:10][cH:11][cH:12][c:13]3[c:14]2[cH:15]1. The reactants are N1=CC(=CC2=CC=CC=C12)C(=O)C1=CC(=C(C=C1)OCC1=CC=CC=C1)OC (4-(benzyloxy)-3-methoxyphenyl (3-quinolinyl) ketone). Run in FC(C(=O)O)(F)F (trifluoroacetic acid). Run at time 2 hour. The product is N1=CC(=CC2=CC=CC=C12)C(=O)C1=CC(=C(C=C1)O)OC (4-hydroxy-3-methoxyphenyl (3-quinolinyl) ketone). RXN SMILES: [N:1]1[C:10]2[C:5](=[CH:6][CH:7]=[CH:8][CH:9]=2)[CH:4]=[C:3]([C:11]([C:13]2[CH:18]=[CH:17][C:16]([O:19]CC3C=CC=CC=3)=[C:15]([O:27][CH3:28])[CH:14]=2)=[O:12])[CH:2]=1>FC(F)(F)C(O)=O>[N:1]1[C:10]2[C:5](=[CH:6][CH:7]=[CH:8][CH:9]=2)[CH:4]=[C:3]([C:11]([C:13]2[CH:18]=[CH:17][C:16]([OH:19])=[C:15]([O:27][CH3:28])[CH:14]=2)=[O:12])[CH:2]=1. Procedure details: 11.0 g of 4-(benzyloxy)-3-methoxyphenyl (3-quinolinyl) ketone are treated with 50 ml of trifluoroacetic acid, whereupon the mixture is stirred at room temperature for 2 hours. After distillation of the trifluoroacetic acid, the residue is treated twice with 50 ml of ethanol each time and the solvent is distilled each time. The oil obtained crystallizes upon treatment with ethanol. After recrystallization from ethanol, there is obtained 4-hydroxy-3-methoxyphenyl (3-quinolinyl) ketone in the form ... The reactants are C(C(O)C)(=O)O.C(CO)(=O)O (lactic acid glycolic acid), C(C(O)C)(=O)O.C(CO)(=O)O (lactic acid glycolic acid), [N+](=[N-])=CC (diazoethane). Solvent: ClCCl (dichloromethane). Reaction conditions: time 8 hour. Yields the product CCOC(=O)C(C)O.C(CO)(=O)O (ethyl ester of lactic acid glycolic acid). Isolated yield 172.4%. RXN SMILES: [C:1]([OH:6])(=[O:5])[CH:2]([CH3:4])[OH:3].[C:7]([OH:11])(=[O:10])[CH2:8][OH:9].[N+](=CC)=[N-]>ClCCl>[CH3:7][CH2:8][O:5][C:1]([CH:2]([OH:3])[CH3:4])=[O:6].[C:7]([OH:11])(=[O:10])[CH2:8][OH:9] |f:0.1,4.5|. Procedure: 130 g of lactic acid/glycolic acid copolymer having a weight-average molecular weight of about 5,000, (lactic acid/glycolic acid=50/50 (mol %)) was dissolved in 1,900 ml of dichloromethane; this solution was stirred and cooled. While the solution was ice cooled, the above-described diazoethane solution was added dropwise, followed by stirring at room temperature for 2 hours. After the solution was kept standing overnight, the solvent was distilled off under reduced pressure; the residue was vacu... RXN SMILES: [CH2:1]([C:8]1[C:17]2[C:12](=[CH:13][CH:14]=[CH:15][CH:16]=2)[C:11]([N:18]2[CH2:23][CH2:22][NH:21][CH2:20][CH2:19]2)=[N:10][N:9]=1)[C:2]1[CH:7]=[CH:6][CH:5]=[CH:4][CH:3]=1.Cl[C:25]1[N:30]=[CH:29][C:28]([C:31]#[N:32])=[CH:27][N:26]=1.CC#N>CN1C(=O)CCC1>[CH2:1]([C:8]1[C:17]2[C:12](=[CH:13][CH:14]=[CH:15][CH:16]=2)[C:11]([N:18]2[CH2:23][CH2:22][N:21]([C:25]3[N:30]=[CH:29][C:28]([C:31]#[N:32])=[CH:27][N:26]=3)[CH2:20][CH2:19]2)=[N:10][N:9]=1)[C:2]1[CH:3]=[CH:4][CH:5]=[CH:6][CH:7]=1. Reported procedure: Using the general protocol, 1-benzyl-4-piperazin-1-yl-phthalazine (56 mg, 0.184 mmol) and 2-chloro-5-cyanopyrimidine (44.5 mg, 0.239 mmol) are added into a microwave vial, equipped with a stir bar, and MeCN (0.5 ml) and NMP (0.5 ml) are dispensed. The vial is sealed and the reaction was irradiated at high level absorption in the microwave at 180° C. for 15 min. The product is observed as the main peak (m/z; M+1=408). The compound is purified by preparative HPLC using a C8-254 nm method. Reactants: C(C1=CC=CC=C1)C1=NN=C(C2=CC=CC=C12)N1CCNCC1 (1-benzyl-4-piperazin-1-yl-phthalazine), ClC1=NC=C(C=N1)C#N (2-chloro-5-cyanopyrimidine), CC#N (MeCN). Solvent: CN1CCCC1=O (NMP). Product: C(C1=CC=CC=C1)C1=NN=C(C2=CC=CC=C12)N1CCN(CC1)C1=NC=C(C=N1)C#N (2-[4-(4-Benzyl-phthalazin-1-yl)-piperazin-1-yl]-pyrimidine-5-carbonitrile). Reactants: COc1ccc2c(c1)c(CC(=O)NN)cn2Cc1ccccc1, CCO. Yields the product COc1ccc2c(c1)c(CC(N)=O)cn2Cc1ccccc1. RXN SMILES: [CH3:1][O:2][c:3]1[cH:4][c:5]2[c:6]([CH2:19][C:20](=[O:21])[NH:22][NH2:23])[cH:7][n:8]([CH2:12][c:13]3[cH:14][cH:15][cH:16][cH:17][cH:18]3)[c:9]2[cH:10][cH:11]1.[CH3:24][CH2:25][OH:26]>>[CH3:1][O:2][c:3]1[cH:4][c:5]2[c:6]([CH2:19][C:20](=[O:21])[NH2:22])[cH:7][n:8]([CH2:12][c:13]3[cH:14][cH:15][cH:16][cH:17][cH:18]3)[c:9]2[cH:10][cH:11]1.